This data is from the Open Reaction Database (ORD), a public repository of structured organic reaction records. The task is: describe an organic reaction: reactants, conditions, products, and yield Starting materials: [N+](=O)(O)[O-] (nitric acid), CC=1SC2=C(N1)C=C(C(=C2)O)O (2-Methyl-benzothiazole-5,6-diol), ice water. Run in ClCCl (dichloromethane), C(C)(=O)OCC (ethyl acetate). Reaction conditions: time 10 minute. Yields the product CC=1SC2=C(N1)C=C(C(=C2[N+](=O)[O-])O)O (2-Methyl-7-nitro-benzothiazole-5,6-diol). RXN SMILES: [CH3:1][C:2]1[S:3][C:4]2[CH:10]=[C:9]([OH:11])[C:8]([OH:12])=[CH:7][C:5]=2[N:6]=1.[N+:13]([O-])([OH:15])=[O:14]>C(OCC)(=O)C.ClCCl>[CH3:1][C:2]1[S:3][C:4]2[C:10]([N+:13]([O-:15])=[O:14])=[C:9]([OH:11])[C:8]([OH:12])=[CH:7][C:5]=2[N:6]=1. Procedure: 2-Methyl-benzothiazole-5,6-diol was dissolved in ethyl acetate and a solution of nitric acid in dichloromethane (2M, 0.38 ml) was gradually added at 20° C. into. The solution was stirred 10 min at room temperature and then it was poured into ice water and extracted into ethyl acetate and evaporated. The product was purified by column chromatography using toluene-ethyl acetate-acetic acid 8:1:1 as the eluent. Starting materials: NC1=C2C=NN(C2=CC(=C1)C=1C=C(C(=NC1)Cl)NS(=O)(=O)C)S(=O)(=O)C1=CC=CC=C1 (N-{5-[4-amino-1-(phenylsulfonyl)-1H-indazol-6-yl]-2-chloro-3-pyridinyl}methanesulphonamide), ClCC1=CC=CC(=N1)C(=O)Cl (6-(chloromethyl)-2-pyridinecarbonyl chloride), ClCC1=CC=CC(=N1)C(=O)Cl (6-(chloromethyl)-2-pyridinecarbonyl chloride), ClCC1=CC=CC(=N1)C(=O)Cl (6-(chloromethyl)-2-pyridinecarbonyl chloride), N1=CC=CC=C1 (pyridine). The solvent is C(Cl)Cl (DCM), C(Cl)Cl (DCM). Reaction conditions: temperature 0 celsius, time 1 hour. The product is ClCC1=CC=CC(=N1)C(=O)NC1=C2C=NN(C2=CC(=C1)C=1C=NC(=C(C1)NS(=O)(=O)C)Cl)S(=O)(=O)C1=CC=CC=C1 (6-(Chloromethyl)-N-[6-{6-chloro-5-[(methylsulfonyl)amino]-3-pyridinyl}-1-(phenylsulfonyl)-1H-indazol-4-yl]-2-pyridinecarboxamide). As a reaction SMILES: [Cl:1][CH2:2][C:3]1[N:8]=[C:7]([C:9](Cl)=[O:10])[CH:6]=[CH:5][CH:4]=1.[NH2:12][C:13]1[CH:21]=[C:20]([C:22]2[CH:23]=[C:24]([NH:29][S:30]([CH3:33])(=[O:32])=[O:31])[C:25]([Cl:28])=[N:26][CH:27]=2)[CH:19]=[C:18]2[C:14]=1[CH:15]=[N:16][N:17]2[S:34]([C:37]1[CH:42]=[CH:41][CH:40]=[CH:39][CH:38]=1)(=[O:36])=[O:35].N1C=CC=CC=1>C(Cl)Cl>[Cl:1][CH2:2][C:3]1[N:8]=[C:7]([C:9]([NH:12][C:13]2[CH:21]=[C:20]([C:22]3[CH:27]=[N:26][C:25]([Cl:28])=[C:24]([NH:29][S:30]([CH3:33])(=[O:32])=[O:31])[CH:23]=3)[CH:19]=[C:18]3[C:14]=2[CH:15]=[N:16][N:17]3[S:34]([C:37]2[CH:38]=[CH:39][CH:40]=[CH:41][CH:42]=2)(=[O:36])=[O:35])=[O:10])[CH:6]=[CH:5][CH:4]=1. Reported procedure: To a solution of 6-(hydroxymethyl)-2-pyridinecarboxylic acid (500 mg, 3.27 mmol) in chloroform (10 ml) and DMF (0.1 ml) was added thionyl chloride (1 ml, 13.70 mmol) and the mixture heated at 65° C. for 1 hr. Solvent was removed in vacuo and the residue was azeotroped with chloroform (5 ml) then dried on a high vacuum line for 30 mins to afford an orange oil (650 mg), presumed to be 6-(chloromethyl)-2-pyridinecarbonyl chloride. N-{5-[4-amino-1-(phenylsulfonyl)-1H-indazol-6-yl]-2-chloro-3-pyridin... The reactants are CC1=CC=C(C=C1)S(=O)(=O)N1CC2=C(CC1)SC(=C2)C(=O)OCC (ethyl 5-[(4-methylphenyl)sulfonyl]-4,5,6,7-tetrahydrothieno[3,2-c]pyridine-2-carboxylate), [OH-].[Na+] (NaOH). Solvent: C(C)O (ethanol). Product: CC1=CC=C(C=C1)S(=O)(=O)N1CC2=C(CC1)SC(=C2)C(=O)O (5-[(4-methylphenyl)sulfonyl]-4,5,6,7-tetrahydrothieno[3,2-c]pyridine-2-carboxylic acid). Reaction SMILES: [CH3:1][C:2]1[CH:7]=[CH:6][C:5]([S:8]([N:11]2[CH2:16][CH2:15][C:14]3[S:17][C:18]([C:20]([O:22]CC)=[O:21])=[CH:19][C:13]=3[CH2:12]2)(=[O:10])=[O:9])=[CH:4][CH:3]=1.[OH-].[Na+]>C(O)C>[CH3:1][C:2]1[CH:7]=[CH:6][C:5]([S:8]([N:11]2[CH2:16][CH2:15][C:14]3[S:17][C:18]([C:20]([OH:22])=[O:21])=[CH:19][C:13]=3[CH2:12]2)(=[O:9])=[O:10])=[CH:4][CH:3]=1 |f:1.2|. Procedure details: A solution of ethyl 5-[(4-methylphenyl)sulfonyl]-4,5,6,7-tetrahydrothieno[3,2-c]pyridine-2-carboxylate (1 eq) obtained from step B1 and NaOH (1.5 eq.) in ethanol was refluxed for 2 h. Reaction mixture was concentrated under reduced pressure and neutralized to get 5-[(4-methylphenyl)sulfonyl]-4,5,6,7-tetrahydrothieno[3,2-c]pyridine-2-carboxylic acid. The reactants are O=C=O, C1CCOC1, CC(C)[N-]C(C)C, CC(C)=O, CC1CCCOC1=O, CI, [Li+]. The product is CC1(C)CCCOC1=O. Reaction SMILES: [C:21](=[O:22])=[O:23].[CH2:26]1[O:27][CH2:28][CH2:29][CH2:30]1.[CH3:10][CH:11]([N-:12][CH:13]([CH3:14])[CH3:15])[CH3:16].[CH3:17][C:18](=[O:19])[CH3:20].[CH3:1][CH:2]1[C:3](=[O:8])[O:4][CH2:5][CH2:6][CH2:7]1.[CH3:24][I:25].[Li+:9]>>[CH3:1][C:2]1([CH3:10])[C:3](=[O:8])[O:4][CH2:5][CH2:6][CH2:7]1. The reactants are ClC1=CC2=C(NC(=N2)CCCN(CCC2(C3C=C(C(C2)CC3)C3=CC=CC=C3)O)C)C=C1Cl (rac-(1R*,2R*,4R*)-2-(2-{[3-(5,6-dichloro-1H-benzoimidazol-2-yl)-propyl]-methyl-amino}-ethyl)-5-phenyl-bicyclo[2.2.2]oct-5-en-2-ol), C1(CC1)C(=O)Cl (cyclopropancarbonyl chloride). Yields the product ClC1=CC2=C(NC(=N2)CCCN(CC[C@]2([C@H]3C=C([C@@H](C2)CC3)C3=CC=CC=C3)OC(=O)C3CC3)C)C=C1Cl (rac-Cyclopropanecarboxylic acid (1R*,2R*,4R*)-2-(2-{[3-(5,6-dichloro-1H-benzoimidazol-2-yl)-propyl]-methyl-amino}-ethyl)-5-phenyl-bicyclo[2.2.2]oct-5-en-2-yl ester). As a reaction SMILES: [Cl:1][C:2]1[C:32]([Cl:33])=[CH:31][C:5]2[NH:6][C:7]([CH2:9][CH2:10][CH2:11][N:12]([CH3:30])[CH2:13][CH2:14][C:15]3([OH:29])[CH2:20][CH:19]4[CH2:21][CH2:22][CH:16]3[CH:17]=[C:18]4[C:23]3[CH:28]=[CH:27][CH:26]=[CH:25][CH:24]=3)=[N:8][C:4]=2[CH:3]=1.[CH:34]1([C:37](Cl)=[O:38])[CH2:36][CH2:35]1>>[Cl:33][C:32]1[C:2]([Cl:1])=[CH:3][C:4]2[NH:8][C:7]([CH2:9][CH2:10][CH2:11][N:12]([CH3:30])[CH2:13][CH2:14][C@:15]3([O:29][C:37]([CH:34]4[CH2:36][CH2:35]4)=[O:38])[CH2:20][C@H:19]4[CH2:21][CH2:22][C@@H:16]3[CH:17]=[C:18]4[C:23]3[CH:28]=[CH:27][CH:26]=[CH:25][CH:24]=3)=[N:6][C:5]=2[CH:31]=1. Procedure details: Prepared according to procedure P1.4 in Example 1A using rac-(1R*,2R*,4R*)-2-(2-{[3-(5,6-dichloro-1H-benzoimidazol-2-yl)-propyl]-methyl-amino}-ethyl)-5-phenyl-bicyclo[2.2.2]oct-5-en-2-ol and cyclopropancarbonyl chloride. Reactants: C(C)OC1=C(C=CC(=C1)Br)[N+](=O)[O-] (5-bromo-2-nitrophenyl ethyl ether), N1=CC=C(C=C1)B(O)O (4-pyridylboronic acid), C(=O)([O-])[O-].[K+].[K+] (K2CO3). The reagents and catalysts are C1=CC=C(C=C1)P([C-]2C=CC=C2)C3=CC=CC=C3.C1=CC=C(C=C1)P([C-]2C=CC=C2)C3=CC=CC=C3.Cl[Pd]Cl.[Fe+2] (PdCl2(dppf)). Run in CN(C(C)=O)C (N,N-dimethylacetamide). Run at temperature 80 celsius. The product is C(C)OC=1C=C(C=CC1[N+](=O)[O-])C1=CC=NC=C1 (4-[3-(ethyloxy)-4-nitrophenyl]pyridine). Isolated yield 55.2%. Reaction SMILES: [CH2:1]([O:3][C:4]1[CH:9]=[C:8](Br)[CH:7]=[CH:6][C:5]=1[N+:11]([O-:13])=[O:12])[CH3:2].[N:14]1[CH:19]=[CH:18][C:17](B(O)O)=[CH:16][CH:15]=1.C([O-])([O-])=O.[K+].[K+]>CN(C)C(=O)C.C1C=CC(P(C2C=CC=CC=2)[C-]2C=CC=C2)=CC=1.C1C=CC(P(C2C=CC=CC=2)[C-]2C=CC=C2)=CC=1.Cl[Pd]Cl.[Fe+2]>[CH2:1]([O:3][C:4]1[CH:9]=[C:8]([C:17]2[CH:18]=[CH:19][N:14]=[CH:15][CH:16]=2)[CH:7]=[CH:6][C:5]=1[N+:11]([O-:13])=[O:12])[CH3:2] |f:2.3.4,6.7.8.9|. Reported procedure: A solution of 5-bromo-2-nitrophenyl ethyl ether (Example 146, step A) (4.5 g, 18.3 mmol), PdCl2(dppf)*DCM (1.34 g, 1.82 mmol) and 4-pyridylboronic acid (4.5 g, 36.6 mmol) in N,N-dimethylacetamide (110 mL) was deoxygenated by bubbling with N2 (g) for ca 15 min. To this solution was added degassed 1.6 N K2CO3 (aq) (55 mL, 6.0 equiv.) and the resulting slurry was warmed to 80° C. for 24 h. The N,N-dimethylacetamide was removed under reduced pressure and the solids were taken up in EtOAc, filtered t...